Task: describe an organic reaction: reactants, conditions, products, and yield. Dataset: the Open Reaction Database (ORD), a public repository of structured organic reaction records Starting materials: CC(COc1ccc(C(N)=O)c(O)c1)N(Cc1ccccc1)CC(O)COc1ccc(NS(C)(=O)=O)cc1, CO. Yields the product CC(COc1ccc(C(N)=O)c(O)c1)NCC(O)COc1ccc(NS(C)(=O)=O)cc1. Reaction SMILES: [C:1]([NH2:2])(=[O:3])[c:4]1[c:5]([OH:38])[cH:6][c:7]([O:8][CH2:9][CH:10]([CH3:11])[N:12]([CH2:13][CH:14]([CH2:15][O:16][c:17]2[cH:18][cH:19][c:20]([NH:23][S:24](=[O:25])(=[O:26])[CH3:27])[cH:21][cH:22]2)[OH:28])[CH2:29][c:30]2[cH:31][cH:32][cH:33][cH:34][cH:35]2)[cH:36][cH:37]1.[CH3:39][OH:40]>>[C:1]([NH2:2])(=[O:3])[c:4]1[c:5]([OH:38])[cH:6][c:7]([O:8][CH2:9][CH:10]([CH3:11])[NH:12][CH2:13][CH:14]([CH2:15][O:16][c:17]2[cH:18][cH:19][c:20]([NH:23][S:24](=[O:25])(=[O:26])[CH3:27])[cH:21][cH:22]2)[OH:28])[cH:36][cH:37]1. Starting materials: NC1=C(C(=O)OC)C=CC(=C1)Cl (methyl 2-amino-4-chlorobenzoate), N1=CC=NC=2C(=CC=CC12)S(=O)(=O)Cl (quinoxaline-5-sulfonyl chloride), N1=CC=CC=C1 (pyridine), C(Cl)Cl (DCM). Solvent: CCOC(=O)C (EtOAc). Yields the product COC(C1=C(C=C(C=C1)Cl)NS(=O)(=O)C=1C=2N=CC=NC2C=CC1)=O (4-Chloro-2-(quinoxaline-5-sulfonylamino)benzoic acid methyl ester). The yield is 0.1%. Reaction SMILES: [NH2:1][C:2]1[CH:11]=[C:10]([Cl:12])[CH:9]=[CH:8][C:3]=1[C:4]([O:6][CH3:7])=[O:5].[N:13]1[C:22]2[CH:21]=[CH:20][CH:19]=[C:18]([S:23](Cl)(=[O:25])=[O:24])[C:17]=2[N:16]=[CH:15][CH:14]=1.N1C=CC=CC=1.C(Cl)Cl>CCOC(C)=O>[CH3:7][O:6][C:4](=[O:5])[C:3]1[CH:8]=[CH:9][C:10]([Cl:12])=[CH:11][C:2]=1[NH:1][S:23]([C:18]1[C:17]2[N:16]=[CH:15][CH:14]=[N:13][C:22]=2[CH:21]=[CH:20][CH:19]=1)(=[O:24])=[O:25]. Procedure details: A solution of methyl 2-amino-4-chlorobenzoate (0.33 g, 1.8 mmol), quinoxaline-5-sulfonyl chloride (0.40 g, 1.8 mmol), pyridine (0.71 mL, 8.8 mmol), and DCM (10 mL) was stirred at rt for 16 h. EtOAc (75 mL) was added and the solution was washed with satd. aq. NaHCO3 (50 mL), then dried and concentrated. Chromatographic purification of this residue (EtOAc/hexanes) gave the title compound as a white solid (0.60 mg, 90%). MS (ESI+): mass calcd. for C16H12ClN3O4S, 377.0; m/z found, 378 [M+H]+. 1H NMR... Starting materials: COc1ccc(C2COCCO2)c2sc(NC(=O)c3ccnc(Br)c3)nc12, O=C([O-])[O-], ClC(Cl)Cl, Cl, [Cs+], [Cs+], FC1CNC1, CN(C)C=O. The product is COc1ccc(C2COCCO2)c2sc(NC(=O)c3ccnc(N4CC(F)C4)c3)nc12. As a reaction SMILES: [Br:1][c:2]1[cH:3][c:4]([C:5](=[O:6])[NH:7][c:8]2[s:9][c:10]3[c:11]([n:12]2)[c:13]([O:23][CH3:24])[cH:14][cH:15][c:16]3[CH:17]2[O:18][CH2:19][CH2:20][O:21][CH2:22]2)[cH:25][cH:26][n:27]1.[C:28](=[O:29])([O-:30])[O-:31].[Cl:40][CH:41]([Cl:42])[Cl:43].[ClH:34].[Cs+:32].[Cs+:33].[F:35][CH:36]1[CH2:37][NH:38][CH2:39]1.[O:44]=[CH:45][N:46]([CH3:47])[CH3:48]>>[c:2]1([N:38]2[CH2:37][CH:36]([F:35])[CH2:39]2)[cH:3][c:4]([C:5](=[O:6])[NH:7][c:8]2[s:9][c:10]3[c:11]([n:12]2)[c:13]([O:23][CH3:24])[cH:14][cH:15][c:16]3[CH:17]2[O:18][CH2:19][CH2:20][O:21][CH2:22]2)[cH:25][cH:26][n:27]1. Starting materials: C[O-].[Na+] (sodium methoxide), [Na] (sodium), C1(CC1)N1C=C(C(C2=CC(=C(C(=C12)F)N1CCNCC1)F)=O)C(=O)O (1-cyclopropyl-6,8-difluoro-1,4-dihydro-4-oxo-7-(1-piperazinyl)-3-quinolinecarboxylic acid). Solvent: C(C)O (ethanol). Yields the product C1(CC1)N1C=C(C(C2=CC(=C(C(=C12)OC)N1CCNCC1)F)=O)C(=O)O (1-cyclopropyl-6-fluoro-1,4-dihydro-8-methoxy-4-oxo-7-(1-piperazinyl)-3-quinolinecarboxylic acid). Reaction SMILES: [CH3:1][O-:2].[Na+].[Na].[CH:5]1([N:8]2[C:17]3[C:12](=[CH:13][C:14]([F:25])=[C:15]([N:19]4[CH2:24][CH2:23][NH:22][CH2:21][CH2:20]4)[C:16]=3F)[C:11](=[O:26])[C:10]([C:27]([OH:29])=[O:28])=[CH:9]2)[CH2:7][CH2:6]1>C(O)C>[CH:5]1([N:8]2[C:17]3[C:12](=[CH:13][C:14]([F:25])=[C:15]([N:19]4[CH2:24][CH2:23][NH:22][CH2:21][CH2:20]4)[C:16]=3[O:2][CH3:1])[C:11](=[O:26])[C:10]([C:27]([OH:29])=[O:28])=[CH:9]2)[CH2:6][CH2:7]1 |f:0.1,^1:3|. Procedure: To the solution of sodium methoxide prepared from sodium (0.2 g) and absolute ethanol (9 ml) was added 1-cyclopropyl-6,8-difluoro-1,4-dihydro-4-oxo-7-(1-piperazinyl)-3-quinolinecarboxylic acid (0.5 g) and the mixture in sealed tube was heated for 72.5 hours at 140° to 150° C. After cooling, the reaction mixture was concentrated, water (4 ml) was added to the residue, and the solution was adjusted to pH 7 with acetic acid. The insoluble materials were filtered off and the filtrate was allowed to ... Solvent: ClCCl (dichloromethane), ClCCl (dichloromethane). Procedure details: A solution of tert-butyldiphenylsilyl chloride (850 mg, 3.09 mmol) in dichloromethane (10 cm3+5 cm3 rinse) was added to a stirred solution of benzyl 4-benzyloxy-3-hydroxybenzoate (827 mg, 2.47 mmol) and imidazole (421 mg, 6.18 mmol) in dichloromethane (15 cm3). After a few minutes a precipitate formed. The mixture was stirred overnight under an atmosphere of nitrogen, then was poured into water (50 cm3) The layers were shaken and separated, then the aqueous phase was further extracted with dichl... Product: [Si](C1=CC=CC=C1)(C1=CC=CC=C1)(C(C)(C)C)OC=1C=C(C(=O)OCC2=CC=CC=C2)C=CC1OCC1=CC=CC=C1 (benzyl 3-(tert-butyldiphenylsilyloxy)-4-benzyloxybenzoate). Isolated yield 116.3%. Reaction conditions: time 8 hour. Reaction SMILES: [Si:1](Cl)([C:14]([CH3:17])([CH3:16])[CH3:15])([C:8]1[CH:13]=[CH:12][CH:11]=[CH:10][CH:9]=1)[C:2]1[CH:7]=[CH:6][CH:5]=[CH:4][CH:3]=1.[CH2:19]([O:26][C:27]1[CH:42]=[CH:41][C:30]([C:31]([O:33][CH2:34][C:35]2[CH:40]=[CH:39][CH:38]=[CH:37][CH:36]=2)=[O:32])=[CH:29][C:28]=1[OH:43])[C:20]1[CH:25]=[CH:24][CH:23]=[CH:22][CH:21]=1.N1C=CN=C1.O>ClCCl>[Si:1]([O:43][C:28]1[CH:29]=[C:30]([CH:41]=[CH:42][C:27]=1[O:26][CH2:19][C:20]1[CH:25]=[CH:24][CH:23]=[CH:22][CH:21]=1)[C:31]([O:33][CH2:34][C:35]1[CH:40]=[CH:39][CH:38]=[CH:37][CH:36]=1)=[O:32])([C:14]([CH3:17])([CH3:16])[CH3:15])([C:8]1[CH:13]=[CH:12][CH:11]=[CH:10][CH:9]=1)[C:2]1[CH:7]=[CH:6][CH:5]=[CH:4][CH:3]=1. The reactants are O (water), [Si](C1=CC=CC=C1)(C1=CC=CC=C1)(C(C)(C)C)Cl (tert-butyldiphenylsilyl chloride), C(C1=CC=CC=C1)OC1=C(C=C(C(=O)OCC2=CC=CC=C2)C=C1)O (benzyl 4-benzyloxy-3-hydroxybenzoate), N1C=NC=C1 (imidazole). Starting materials: O (Water), Cl.N1CC(C1)C(=O)OC (methyl azetidine-3-carboxylate hydrochloride), CN1CCOCC1 (N-methylmorpholine), FC1=CC=C(C=C1)[N+](=O)[O-] (1-fluoro-4-nitrobenzene). The solvent is CN(C=O)C (dimethylformamide), CN(C=O)C (dimethylformamide). Reaction conditions: time 60 hour. The product is [N+](=O)([O-])C1=CC=C(C=C1)N1CC(C1)C(=O)OC (methyl 1-(4-nitrophenyl)azetidine-3-carboxylate). Reaction SMILES: Cl.[NH:2]1[CH2:5][CH:4]([C:6]([O:8][CH3:9])=[O:7])[CH2:3]1.CN1CCOCC1.F[C:18]1[CH:23]=[CH:22][C:21]([N+:24]([O-:26])=[O:25])=[CH:20][CH:19]=1.O>CN(C)C=O>[N+:24]([C:21]1[CH:22]=[CH:23][C:18]([N:2]2[CH2:5][CH:4]([C:6]([O:8][CH3:9])=[O:7])[CH2:3]2)=[CH:19][CH:20]=1)([O-:26])=[O:25] |f:0.1|. Reported procedure: A solution of methyl azetidine-3-carboxylate hydrochloride (1.236 g, 8.15 mmol) and N-methylmorpholine (2.338 ml, 21.26 mmol) in dimethylformamide (10 mL) was treated with a solution of 1-fluoro-4-nitrobenzene (1 g, 7.09 mmol) in dimethylformamide (7 mL) and the reaction was allowed to stir at room temperature for 60 hours. Water (50 mL) was added and the resulting suspension was stirred 10 minutes and filtered. The collected solid was washed with water and dried under vacuum. Flash chromatograp... The reactants are CS(=C)(=O)C (dimethyloxosulfonium methylide), COC(CCCCC1CCC2CC(C12)=O)CC (4-(5-Methoxyheptyl)bicyclo[3.2.0]heptan-6-one). Run in CS(=O)C (dimethyl sulfoxide). Conditions: temperature 40 celsius. The product is COC(CCCCC1CCC2CC3(OC3)C12)CC (4-(5-Methoxyheptyl)spiro[bicyclo[3.2.0]heptane-6,2'-oxirane]). As a reaction SMILES: [CH3:1]S(C)(=O)=C.[CH3:6][O:7][CH:8]([CH2:21][CH3:22])[CH2:9][CH2:10][CH2:11][CH2:12][CH:13]1[CH:19]2[CH:16]([CH2:17][C:18]2=[O:20])[CH2:15][CH2:14]1>CS(C)=O>[CH3:6][O:7][CH:8]([CH2:21][CH3:22])[CH2:9][CH2:10][CH2:11][CH2:12][CH:13]1[CH:19]2[CH:16]([CH2:17][C:18]32[CH2:1][O:20]3)[CH2:15][CH2:14]1. Procedure: A 250 ml, 3-necked round bottomed flask is equipped with a magnetic stirrer. The reaction is conducted under a positive nitrogen pressure, maintained with an oil filled bubbler. The reaction vessel is charged with dimethyloxosulfonium methylide (36 ml of 0.932M solution, 0.034 moles) in dimethyl sulfoxide. 4-(5-Methoxyheptyl)bicyclo[3.2.0]heptan-6-one (7.7 g, 0.032 moles) is added neat to the stirring solution by a syringe. The reaction vessel is heated in a 40° C. water bath for 60 minutes and ...